From a dataset of the Open Reaction Database (ORD), a public repository of structured organic reaction records. describe an organic reaction: reactants, conditions, products, and yield Isolated yield 65.7%. Run at time 1 hour. Yields the product C(C)(C)(C)OC(=O)NC(C(=O)O)CC1=CC=C(C=C1)C1=CC=C(C=C1)C1=CC=CC2=C1OC1=C2C=CC=C1 (2-tert-Butoxycarbonylamino-3-(4′-dibenzofuran-4-yl-biphen-4-yl)-propanoic acid). Reactants: [OH-].[K+] (KOH), COC(C(CC1=CC=C(C=C1)C1=CC=C(C=C1)C1=CC=CC2=C1OC1=C2C=CC=C1)NC(=O)OC(C)(C)C)=O (2-tert-butoxycarbonylamino-3-(4′-dibenzofuran-4-yl-biphen-4-yl)-propanoic acid methyl ester), Cl (HCl). Solvent: C1CCOC1 (THF), CO (methanol), C(C)(=O)OCC (ethyl acetate). Reaction SMILES: C[O:2][C:3](=[O:39])[CH:4]([NH:31][C:32]([O:34][C:35]([CH3:38])([CH3:37])[CH3:36])=[O:33])[CH2:5][C:6]1[CH:11]=[CH:10][C:9]([C:12]2[CH:17]=[CH:16][C:15]([C:18]3[C:23]4[O:24][C:25]5[CH:30]=[CH:29][CH:28]=[CH:27][C:26]=5[C:22]=4[CH:21]=[CH:20][CH:19]=3)=[CH:14][CH:13]=2)=[CH:8][CH:7]=1.[OH-].[K+].Cl>C1COCC1.CO.C(OCC)(=O)C>[C:35]([O:34][C:32]([NH:31][CH:4]([CH2:5][C:6]1[CH:11]=[CH:10][C:9]([C:12]2[CH:17]=[CH:16][C:15]([C:18]3[C:23]4[O:24][C:25]5[CH:30]=[CH:29][CH:28]=[CH:27][C:26]=5[C:22]=4[CH:21]=[CH:20][CH:19]=3)=[CH:14][CH:13]=2)=[CH:8][CH:7]=1)[C:3]([OH:39])=[O:2])=[O:33])([CH3:38])([CH3:36])[CH3:37] |f:1.2|. Procedure: A solution of 2-tert-butoxycarbonylamino-3-(4′-dibenzofuran-4-yl-biphen-4-yl)-propanoic acid methyl ester (125 mg, 0.24 mmol) in THF (2 mL) and methanol (2 mL) was cooled to 0° C. and treated with 2 N KOH (1.0 mL). After stirring at room temperature for 1 h the solution was acidified with 10% HCl to pH 2 and diluted with ethyl acetate (25 mL). After being seperated, the aqueous layer was extracted with ethyl acetate (3×15 mL) and the combined organic layers were dried over MgSO4 and concentrated... Starting materials: COc1ccc(F)c(-c2ccc(CO[Si](C)(C)C(C)(C)C)cc2C2(OC)CCCC2)c1, CO, Cc1ccc(S(=O)(=O)[O-])cc1, c1cc[nH+]cc1. The product is COc1ccc(F)c(-c2ccc(CO)cc2C2(OC)CCCC2)c1. As a reaction SMILES: [C:1]([Si:2]([CH3:3])([CH3:4])[O:8][CH2:9][c:10]1[cH:11][c:12]([C:25]2([O:30][CH3:31])[CH2:26][CH2:27][CH2:28][CH2:29]2)[c:13](-[c:16]2[c:17]([F:24])[cH:18][cH:19][c:20]([O:22][CH3:23])[cH:21]2)[cH:14][cH:15]1)([CH3:5])([CH3:6])[CH3:7].[CH3:49][OH:50].[c:32]1([CH3:33])[cH:34][cH:35][c:36]([S:37]([O-:38])(=[O:39])=[O:40])[cH:41][cH:42]1.[nH+:43]1[cH:44][cH:45][cH:46][cH:47][cH:48]1>>[OH:8][CH2:9][c:10]1[cH:11][c:12]([C:25]2([O:30][CH3:31])[CH2:26][CH2:27][CH2:28][CH2:29]2)[c:13](-[c:16]2[c:17]([F:24])[cH:18][cH:19][c:20]([O:22][CH3:23])[cH:21]2)[cH:14][cH:15]1. Starting materials: BrC1=CC(=C(C(=C1)Cl)C(=O)N1C=CC=2C=NC=CC21)Cl ((4-bromo-2,6-dichlorophenyl)(1H-pyrrolo[3,2-c]pyridin-1-yl)methanone), C([O-])([O-])=O.[K+].[K+] (potassium carbonate), N1=CC(=CC=C1)B(O)O (pyridine-3-boronic acid), O (water). Reagents/catalysts: C1=CC=C(C=C1)P(C2=CC=CC=C2)[C]3[CH][CH][CH][CH]3.C1=CC=C(C=C1)P(C2=CC=CC=C2)[C]3[CH][CH][CH][CH]3.Cl[Pd]Cl.[Fe] ([1,1-bis(diphenylphosphino)ferrocene]dichloropalladium(II)). Run in C(C)#N (acetonitrile). The product is ClC1=C(C(=CC(=C1)C=1C=NC=CC1)Cl)C(=O)N1C=CC=2C=NC=CC21 ([2,6-dichloro-4-(pyridin-3-yl)phenyl](1H-pyrrolo[3,2-c]pyridin-1-yl)methanone). RXN SMILES: Br[C:2]1[CH:7]=[C:6]([Cl:8])[C:5]([C:9]([N:11]2[C:19]3[CH:18]=[CH:17][N:16]=[CH:15][C:14]=3[CH:13]=[CH:12]2)=[O:10])=[C:4]([Cl:20])[CH:3]=1.C(=O)([O-])[O-].[K+].[K+].[N:27]1[CH:32]=[CH:31][CH:30]=[C:29](B(O)O)[CH:28]=1.O>C(#N)C.C1C=CC(P([C]2[CH][CH][CH][CH]2)C2C=CC=CC=2)=CC=1.C1C=CC(P([C]2[CH][CH][CH][CH]2)C2C=CC=CC=2)=CC=1.Cl[Pd]Cl.[Fe]>[Cl:8][C:6]1[CH:7]=[C:2]([C:29]2[CH:28]=[N:27][CH:32]=[CH:31][CH:30]=2)[CH:3]=[C:4]([Cl:20])[C:5]=1[C:9]([N:11]1[C:19]2[CH:18]=[CH:17][N:16]=[CH:15][C:14]=2[CH:13]=[CH:12]1)=[O:10] |f:1.2.3,7.8.9.10,^1:44,45,46,47,48,62,63,64,65,66|. Reported procedure: A mixture of (4-bromo-2,6-dichlorophenyl)(1H-pyrrolo[3,2-c]pyridin-1-yl)methanone (0.05 g, 0.135 mmol), [1,1-bis(diphenylphosphino)ferrocene]dichloropalladium(II) (0.011 g, 0.0135 mmol), potassium carbonate (0.055 g, 0.40 mmol), pyridine-3-boronic acid (1.1 equiv) and water (0.5 mL) in acetonitrile (2.5 mL) was heated in a sealed vial under microwave irradiation at 110° C. for 25 minutes. Acetonitrile was removed under vacuum and the residue was diluted with water (25 mL) and extracted with ethy... Starting materials: NC1=CC=C(C=C1)C1(C2=CC=CC=C2C=2C=CC=CC12)C1=CC=C(C=C1)N (9,9-bis(4-aminophenyl)fluorene), C1=CC2=C(C=C1C(=O)O)C(=O)OC2=O (1,2,4-benzenetricarboxylic anhydride). The solvent is C1=C(C=CC=C1O)C (m-cresol). Run at time 16 hour. Yields the product C(=O)(O)C=1C=C2C(C(=O)N(C2=O)C2=CC=C(C=C2)C2(C3=CC=CC=C3C=3C=CC=CC23)C2=CC=C(C=C2)N2C(C=3C(C2=O)=CC(=CC3)C(=O)O)=O)=CC1 (9,9-Bis{4-(4-carboxy-phthalimido)phenyl}fluorene). Yield: 88.6%. RXN SMILES: [NH2:1][C:2]1[CH:7]=[CH:6][C:5]([C:8]2([C:21]3[CH:26]=[CH:25][C:24]([NH2:27])=[CH:23][CH:22]=3)[C:20]3[CH:19]=[CH:18][CH:17]=[CH:16][C:15]=3[C:14]3[C:9]2=[CH:10][CH:11]=[CH:12][CH:13]=3)=[CH:4][CH:3]=1.[CH:28]1[C:33]([C:34]([OH:36])=[O:35])=[CH:32][C:31]2[C:37](O[C:40](=[O:41])[C:30]=2[CH:29]=1)=[O:38]>C1C(O)=CC=CC=1C>[C:34]([C:33]1[CH:32]=[C:31]2[C:37](=[O:38])[N:1]([C:2]3[CH:3]=[CH:4][C:5]([C:8]4([C:21]5[CH:22]=[CH:23][C:24]([N:27]6[C:37](=[O:38])[C:31]7=[CH:32][C:33]([C:34]([OH:36])=[O:35])=[CH:28][CH:29]=[C:30]7[C:40]6=[O:41])=[CH:25][CH:26]=5)[C:9]5[CH:10]=[CH:11][CH:12]=[CH:13][C:14]=5[C:15]5[C:20]4=[CH:19][CH:18]=[CH:17][CH:16]=5)=[CH:6][CH:7]=3)[C:40](=[O:41])[C:30]2=[CH:29][CH:28]=1)([OH:36])=[O:35]. Procedure: To a stirred mixture of 9,9-bis(4-aminophenyl)fluorene (13.9 g, 40 mmol) and 80 ml of m-cresol was added 1,2,4-benzenetricarboxylic anhydride (16.1 g, 84 mmol) over two minutes. The resulting mixture was stirred under gentle reflux (163°-170° C.) for three hours and then at ambient temperature for 16 hours. A pale yellow precipitate was filtered, washed with methanol, washed with toluene, and then dried in a vacuum oven at 100°-105° C. for 16 hours to provide the title compound as a pale yellow ... Starting materials: ClC1=C(C(=NC2=NC=CC=C12)C1=CC=CC=C1)C (4-chloro-3-methyl-2-phenyl-1,8-naphthyridine), O1CCN(CC1)C=1C=C2C(=NC1)C1(CN2)CCOCC1 (6′-morpholino-1′,2,2′,3,5,6-hexahydrospiro[pyran-4,3′-pyrrolo[3,2-b]pyridine]), CC(C)([O-])C.[Na+] (sodium tert-butoxide). Reagents/catalysts: CC(C)C1=CC(=C(C(=C1)C(C)C)C2=CC=CC=C2P(C3CCCCC3)C4CCCCC4)C(C)C.C1=CC=C([C-]=C1)CCN.Cl[Pd+] (XPhos precatalyst). The product is CC=1C(=NC2=NC=CC=C2C1N1CC2(C3=NC=C(C=C31)N3CCOCC3)CCOCC2)C2=CC=CC=C2 (1′-(3-methyl-2-phenyl-1,8-naphthyridin-4-yl)-6′-(4-morpholinyl)-1′,2,2′,3,5,6-hexahydrospiro[pyran-4,3′-pyrrolo[3,2-b]pyridine]). Reaction SMILES: Cl[C:2]1[C:11]2[C:6](=[N:7][CH:8]=[CH:9][CH:10]=2)[N:5]=[C:4]([C:12]2[CH:17]=[CH:16][CH:15]=[CH:14][CH:13]=2)[C:3]=1[CH3:18].[O:19]1[CH2:24][CH2:23][N:22]([C:25]2[CH:26]=[C:27]3[NH:33][CH2:32][C:31]4([CH2:38][CH2:37][O:36][CH2:35][CH2:34]4)[C:28]3=[N:29][CH:30]=2)[CH2:21][CH2:20]1.CC(C)([O-])C.[Na+]>CC(C1C=C(C(C)C)C(C2C(P(C3CCCCC3)C3CCCCC3)=CC=CC=2)=C(C(C)C)C=1)C.C1C=[C-]C(CCN)=CC=1.Cl[Pd+]>[CH3:18][C:3]1[C:4]([C:12]2[CH:17]=[CH:16][CH:15]=[CH:14][CH:13]=2)=[N:5][C:6]2[C:11]([C:2]=1[N:33]1[C:27]3[C:28](=[N:29][CH:30]=[C:25]([N:22]4[CH2:23][CH2:24][O:19][CH2:20][CH2:21]4)[CH:26]=3)[C:31]3([CH2:38][CH2:37][O:36][CH2:35][CH2:34]3)[CH2:32]1)=[CH:10][CH:9]=[CH:8][N:7]=2 |f:2.3,4.5.6|. Procedure: Prepared according to procedure Y using 4-chloro-3-methyl-2-phenyl-1,8-naphthyridine (46.3 mg, 0.182 mmol), 6′-morpholino-1′,2,2′,3,5,6-hexahydrospiro[pyran-4,3′-pyrrolo[3,2-b]pyridine] (50 mg, 0.182 mmol), sodium tert-butoxide (34.9 mg, 0.363 mmol) and XPhos precatalyst (0.0182, 13.5 mg). Purification by reverse phase HPLC (10 to 60% acetonitrile in water) gave 1′-(3-methyl-2-phenyl-1,8-naphthyridin-4-yl)-6′-(4-morpholinyl)-1′,2,2′,3,5,6-hexahydrospiro[pyran-4,3′-pyrrolo[3,2-b]pyridine]. 1H NMR... The reactants are CC1(OC(OC1(C)C)C1=CC2=C(N=C(S2)NC(C)=O)C=C1)C (N-(6-(4,4,5,5-tetramethyl-1,3-dioxolan-2-yl)benzo[d]thiazol-2-yl)acetamide), C(=O)([O-])[O-].[Na+].[Na+] (Na2CO3), BrC1=CC=CC(=N1)N (6-Bromopyridin-2-amine). The reagents and catalysts are C=1C=CC(=CC1)[P](C=2C=CC=CC2)(C=3C=CC=CC3)[Pd]([P](C=4C=CC=CC4)(C=5C=CC=CC5)C=6C=CC=CC6)([P](C=7C=CC=CC7)(C=8C=CC=CC8)C=9C=CC=CC9)[P](C=1C=CC=CC1)(C=1C=CC=CC1)C=1C=CC=CC1 (tetrakis(triphenylphosphine)palladium). Solvent: O1CCOCC1 (1,4-dioxane). Run at temperature 95 celsius, time 8 hour. Product: NC1=CC=CC(=N1)C1=CC2=C(N=C(S2)NC(C)=O)C=C1 (N-(6-(6-aminopyridin-2-yl)benzo[d]thiazol-2-yl)acetamide). The yield is 27.0%. RXN SMILES: Br[C:2]1[N:7]=[C:6]([NH2:8])[CH:5]=[CH:4][CH:3]=1.CC1(C)C(C)(C)OC([C:17]2[CH:29]=[CH:28][C:20]3[N:21]=[C:22]([NH:24][C:25](=[O:27])[CH3:26])[S:23][C:19]=3[CH:18]=2)O1.C([O-])([O-])=O.[Na+].[Na+]>O1CCOCC1.C1C=CC([P]([Pd]([P](C2C=CC=CC=2)(C2C=CC=CC=2)C2C=CC=CC=2)([P](C2C=CC=CC=2)(C2C=CC=CC=2)C2C=CC=CC=2)[P](C2C=CC=CC=2)(C2C=CC=CC=2)C2C=CC=CC=2)(C2C=CC=CC=2)C2C=CC=CC=2)=CC=1>[NH2:8][C:6]1[N:7]=[C:2]([C:17]2[CH:29]=[CH:28][C:20]3[N:21]=[C:22]([NH:24][C:25](=[O:27])[CH3:26])[S:23][C:19]=3[CH:18]=2)[CH:3]=[CH:4][CH:5]=1 |f:2.3.4,^1:46,48,67,86|. Reported procedure: 6-Bromopyridin-2-amine (0.5 g, 3 mmol) was dissolved in 1,4-dioxane (6 mL). Then N-(6-(4,4,5,5-tetramethyl-1,3-dioxolan-2-yl)benzo[d]thiazol-2-yl)acetamide (1.0 g, 3.1 mmol), 2M Na2CO3 (3 mL, 6 mmol), and tetrakis(triphenylphosphine)palladium (0) (0.4 g, 0.4 mmol) were added to the mixture. The flask was fitted with a reflux condenser, placed into a pre-heated (95° C.) bath, and allowed to stir under an inert atmosphere overnight. The flask was removed from the heat bath and allowed to cool to a... Reactants: suspension, [H-].[Na+] (sodium hydride), ketone, COC(=O)CP(=O)(OC)OC (trimethyl phosphonoacetate), O (water), ClC1=CC=C(C=C1)C(=O)C1CC1 (cyclopropyl 4-chlorophenyl ketone), [H-].[Na+] (sodium hydride), COC(=O)CP(=O)(OC)OC (trimethyl phosphonoacetate), ketone, [H-].[Na+] (sodium hydride). Run in O1CCCC1 (tetrahydrofuran), O1CCCC1 (tetrahydrofuran), CN(C=O)C (dimethylformamide), C(C)OCC (diethyl ether), CN(C=O)C (dimethylformamide). Conditions: temperature 80 celsius, time 5 hour. The product is C1(CC1)C(=CC(=O)OC)C1=CC=C(C=C1)Cl (methyl 3-cyclopropyl-3-(4-chlorophenyl)propenoate). The yield is 921.8%. As a reaction SMILES: [H-].[Na+].[CH3:3][O:4][C:5]([CH2:7]P(OC)(OC)=O)=[O:6].[Cl:14][C:15]1[CH:20]=[CH:19][C:18]([C:21]([CH:23]2[CH2:25][CH2:24]2)=O)=[CH:17][CH:16]=1.O>O1CCCC1.CN(C)C=O.C(OCC)C>[CH:23]1([C:21]([C:18]2[CH:17]=[CH:16][C:15]([Cl:14])=[CH:20][CH:19]=2)=[CH:7][C:5]([O:4][CH3:3])=[O:6])[CH2:24][CH2:25]1 |f:0.1|. Reported procedure: A 50% suspension of 5.7 grams (0.012 mole) of sodium hydride in mineral oil was washed with three portions of tetrahydrofuran, and to this was added 21.7 grams (0.012 mole) of trimethyl phosphonoacetate in 300 mL of tetrahydrofuran. To the resultant thick mixture was added 150 ml of dimethylformamide. This was followed by the addition of a solution of 19.6 grams (0.011 mole) of cyclopropyl 4-chlorophenyl ketone in 50 ml of dimethylformamide. Upon completion of addition, the reaction mixture was ... Reactants: ClC1=C(C=CC(=C1)Cl)C=1C(OC2=CC(=CC=C2C1CC1=CC=C(C=C1)O)OC)=O (3-(2,4-dichlorophenyl)-4-(4-hydroxybenzyl)-7-methoxy-chromen-2-one), BrCCBr (1,2-dibromoethane), C(=O)([O-])[O-].[K+].[K+] (K2CO3), C(=O)([O-])[O-].[K+].[K+] (K2CO3), BrCCBr (1,2-dibromoethane), C(Cl)Cl.O (CH2Cl2 H2O), resultant mixture. The solvent is CC(=O)C (acetone). Conditions: time 48 hour. Yields the product BrCCOC1=CC=C(CC2=C(C(OC3=CC(=CC=C23)OC)=O)C2=C(C=C(C=C2)Cl)Cl)C=C1 (4-(4-(2-Bromoethoxy)-benzyl)-3-(2,4-dichlorophenyl)-7-methoxy-chromen-2-one). Isolated yield 60.5%. As a reaction SMILES: [Cl:1][C:2]1[CH:7]=[C:6]([Cl:8])[CH:5]=[CH:4][C:3]=1[C:9]1[C:10](=[O:29])[O:11][C:12]2[C:17]([C:18]=1[CH2:19][C:20]1[CH:25]=[CH:24][C:23]([OH:26])=[CH:22][CH:21]=1)=[CH:16][CH:15]=[C:14]([O:27][CH3:28])[CH:13]=2.[Br:30][CH2:31][CH2:32]Br.C([O-])([O-])=O.[K+].[K+].C(Cl)Cl.O>CC(C)=O>[Br:30][CH2:31][CH2:32][O:26][C:23]1[CH:24]=[CH:25][C:20]([CH2:19][C:18]2[C:17]3[C:12](=[CH:13][C:14]([O:27][CH3:28])=[CH:15][CH:16]=3)[O:11][C:10](=[O:29])[C:9]=2[C:3]2[CH:4]=[CH:5][C:6]([Cl:8])=[CH:7][C:2]=2[Cl:1])=[CH:21][CH:22]=1 |f:2.3.4,5.6|. Procedure details: A mixture of 3-(2,4-dichlorophenyl)-4-(4-hydroxybenzyl)-7-methoxy-chromen-2-one (6.4 g, 15.0 mmol), 1,2-dibromoethane (12.9 mL, 149.8 mmol) and K2CO3 (4.14 g, 30 mmol) in acetone (65 mL) was stirred at reflux temperature for 20.5 h. An additional portion of K2CO3 (241.6 mg, 1.75 mmol) and 1,2-dibromoethane (3.2 mL, 37.5 mmol) was added at that time and once more 7.5 h later. Heating was continued for an additional 20 h, for a total reaction time of 48 h. The resultant mixture was cooled to room ... Starting materials: C(C)C=1C(=C(C=C(C1N1CCN(CC1)C)F)[N+](=O)[O-])F (3-ethyl-2,5-difluoro-4-(4-methyl-1-piperazinyl)nitrobenzene), [F-].[K+] (potassium fluoride), N,N-dimethylsulfoxide, C1(CC1)N (cyclopropylamine). Solvent: C(C)(=O)OCC (ethyl acetate). Reaction conditions: time 1.5 hour. Yields the product C1(CC1)NC1=C(C(=C(C=C1[N+](=O)[O-])F)N1CCN(CC1)C)CC (N-cyclopropyl-2-ethyl-3-(4-methyl-1-piperazinyl)-4-fluoro-6-nitroaniline). Reaction SMILES: [CH2:1]([C:3]1[C:4](F)=[C:5]([N+:17]([O-:19])=[O:18])[CH:6]=[C:7]([F:16])[C:8]=1[N:9]1[CH2:14][CH2:13][N:12]([CH3:15])[CH2:11][CH2:10]1)[CH3:2].[F-].[K+].[CH:23]1([NH2:26])[CH2:25][CH2:24]1>C(OCC)(=O)C>[CH:23]1([NH:26][C:4]2[C:5]([N+:17]([O-:19])=[O:18])=[CH:6][C:7]([F:16])=[C:8]([N:9]3[CH2:14][CH2:13][N:12]([CH3:15])[CH2:11][CH2:10]3)[C:3]=2[CH2:1][CH3:2])[CH2:25][CH2:24]1 |f:1.2|. Procedure: To 3-ethyl-2,5-difluoro-4-(4-methyl-1-piperazinyl)nitrobenzene (1.12 g) are added potassium fluoride (0.24 g), N,N-dimethylsulfoxide (3.5 ml) and cyclopropylamine (0.4 ml), and the mixture is stirred at 80° to 85° C. for 1.5 hour. The reaction mixture is diluted with ethyl acetate, and the organic layer is washed with water and aqueous saturated sodium chloride and dried over magnesium sulfate and then concentrated under reduced pressure to give N-cyclopropyl-2-ethyl-3-(4-methyl-1-piperazinyl)-4... Reactants: CCCCCn1c(=S)[nH]c(=O)c2[nH]cnc21, COS(=O)(=O)OC, CC(=O)O, [Na+], [OH-], O. The product is CCCCCn1c(SC)nc(=O)c2[nH]cnc21. Reaction SMILES: [CH2:1]([CH2:2][CH2:3][CH2:4][CH3:5])[n:6]1[c:7](=[S:16])[nH:8][c:9](=[O:15])[c:10]2[nH:11][cH:12][n:13][c:14]12.[CH3:17][O:18][S:19]([O:20][CH3:21])(=[O:22])=[O:23].[CH3:24][C:25](=[O:26])[OH:27].[Na+:29].[OH-:28].[OH2:30]>>[CH2:1]([CH2:2][CH2:3][CH2:4][CH3:5])[n:6]1[c:7]([S:16][CH3:17])[n:8][c:9](=[O:15])[c:10]2[nH:11][cH:12][n:13][c:14]12.